Task: describe an organic reaction: reactants, conditions, products, and yield. Dataset: the Open Reaction Database (ORD), a public repository of structured organic reaction records Product: C(C)NC(=O)C=1C=CC=2N(N1)C(=CN2)CC=2C=C1C=CC=NC1=CC2 (3-Quinolin-6-ylmethyl-imidazo[1,2-b]pyridazine-6-carboxylic acid ethylamide). The solvent is CO (MeOH), CO (MeOH). The reactants are N1=CC=CC2=CC(=CC=C12)CC1=CN=C2N1N=C(C=C2)C#N (3-Quinolin-6-ylmethyl-imidazo[1,2-b]pyridazine-6-carbonitrile), aqueous solution, [OH-].[Na+] (NaOH), aqueous solution, Cl (HCl), solution, C(C)N (ethylamine), C(C(=O)Cl)(=O)Cl (oxalyl chloride). Reported procedure: 3-Quinolin-6-ylmethyl-imidazo[1,2-b]pyridazine-6-carbonitrile (Example 208; 43 mg, 0.15 mmol) in a 1 M aqueous solution of NaOH (1.8 mL, 1.8 mmol) was heated under microwave irradiation at 200° C. for 30 min. The RM was quenched with a 2 M aqueous solution of HCl (0.9 mL, 1.8 mmol) and diluted with MeOH and filtered over Celite. The filtrate is evaporated and dry under vacuo. The residue was suspended in DCM (3 mL) and cooled at 0° C. Were added DMF (0.01 mL) and, slowly, oxalyl chloride (0.055 ... Run at temperature 0 celsius, time 45 minute. RXN SMILES: [N:1]1[C:10]2[C:5](=[CH:6][C:7]([CH2:11][C:12]3[N:16]4[N:17]=[C:18]([C:21]#[N:22])[CH:19]=[CH:20][C:15]4=[N:14][CH:13]=3)=[CH:8][CH:9]=2)[CH:4]=[CH:3][CH:2]=1.[OH-:23].[Na+].Cl.[C:26](Cl)(=O)[C:27](Cl)=O.C(N)C>CO>[CH2:26]([NH:22][C:21]([C:18]1[CH:19]=[CH:20][C:15]2[N:16]([C:12]([CH2:11][C:7]3[CH:6]=[C:5]4[C:10](=[CH:9][CH:8]=3)[N:1]=[CH:2][CH:3]=[CH:4]4)=[CH:13][N:14]=2)[N:17]=1)=[O:23])[CH3:27] |f:1.2|.